This data is from the Open Reaction Database (ORD), a public repository of structured organic reaction records. The task is: describe an organic reaction: reactants, conditions, products, and yield As a reaction SMILES: [CH3:1][O:2][S:3]([OH:6])(=[O:5])=[O:4].[CH2:7]([O:10][C:11]1[CH:20]=[CH:19][CH:18]=[CH:17][C:12]=1[C:13](=[NH:16])OC)[CH2:8][CH3:9].[NH3:21]>C(O)C>[CH3:1][O:2][S:3]([OH:6])(=[O:5])=[O:4].[CH2:7]([O:10][C:11]1[CH:20]=[CH:19][CH:18]=[CH:17][C:12]=1[C:13]([NH2:21])=[NH:16])[CH2:8][CH3:9] |f:0.1,4.5|. The product is COS(=O)(=O)O.C(CC)OC1=C(C(=N)N)C=CC=C1 (2-n-propoxybenzamidine methyl sulfate). Solvent: C(C)O (ethanol), C(C)O (ethanol). Procedure details: To a warm, stirred solution of 2-n-propoxybenzamide (896 g., 5.0 moles) in 1,2-dichloroethane (5 l) was added dimethyl sulfate (950 ml., 10.0 moles) over a period of about 0.5 hour. The mixture was stirred and heated under reflux for 17 hours. The solvent was removed. The residual oily solid was collected by filtration, washed with ethyl acetate and dried to give methyl 2-n-propoxybenzimidate methyl sulfate (403 g.), m.p. 79°-82°. The combined filtrate and washings were stored at 0° for 18 hours... The reactants are COS(=O)(=O)O.C(CC)OC1=C(C(OC)=N)C=CC=C1 (methyl 2-n-propoxybenzimidate methyl sulfate), N (ammonia). The yield is 60.0%. Run at time 17 hour. Solvent: CN(C=O)C (N,N-dimethylformamide). Yields the product N1(CCCC1)CCCOC1=CC=C(C=C1)N1N=C2C=CC=CC2=C1 (2-[4-(3-Pyrrolidin-1-ylpropoxy)phenyl]-2H-indazole). Procedure details: To a solution of 4-Indazol-2-ylphenol (28 mg, 0.13 mmol) and sodium iodide (6 mg, 0.04 mmol) in N,N-dimethylformamide (3 mL) was added sodium hydride (8.0 mg, 60% in mineral oil, 0.2 mmol) followed by 1-(3-chloropropyl)pyrrolidine (30 mg, 0.20 mmol). After the reaction was heated at 85° C. overnight and allowed to cool, it was partitioned between water and methylene chloride. The organic layer was dried (MgSO4), concentrated and purified by semi-prep LC-MS to give 5.0 mg of the desired indazole.... Isolated yield 12.0%. As a reaction SMILES: [N:1]1[N:2]([C:10]2[CH:15]=[CH:14][C:13]([OH:16])=[CH:12][CH:11]=2)[CH:3]=[C:4]2[C:9]=1[CH:8]=[CH:7][CH:6]=[CH:5]2.[I-].[Na+].[H-].[Na+].Cl[CH2:22][CH2:23][CH2:24][N:25]1[CH2:29][CH2:28][CH2:27][CH2:26]1>CN(C)C=O>[N:25]1([CH2:24][CH2:23][CH2:22][O:16][C:13]2[CH:14]=[CH:15][C:10]([N:2]3[CH:3]=[C:4]4[C:9]([CH:8]=[CH:7][CH:6]=[CH:5]4)=[N:1]3)=[CH:11][CH:12]=2)[CH2:29][CH2:28][CH2:27][CH2:26]1 |f:1.2,3.4|. Starting materials: ClCCCN1CCCC1 (1-(3-chloropropyl)pyrrolidine), N=1N(C=C2C=CC=CC12)C1=CC=C(C=C1)O (4-Indazol-2-ylphenol), [I-].[Na+] (sodium iodide), [H-].[Na+] (sodium hydride). Conditions: temperature 85 celsius. Starting materials: CCOCCO, S=C1Nc2cc(Cl)ccc2Nc2ccccc21, NCCn1ccnc1. Yields the product Clc1ccc2c(c1)N=C(NCCn1ccnc1)c1ccccc1N2. As a reaction SMILES: [CH3:26][CH2:27][O:28][CH2:29][CH2:30][OH:31].[Cl:1][c:2]1[cH:3][cH:4][c:5]2[c:6]([cH:17]1)[NH:7][C:8](=[S:16])[c:9]1[c:10]([cH:12][cH:13][cH:14][cH:15]1)[NH:11]2.[NH2:18][CH2:19][CH2:20][n:21]1[cH:22][n:23][cH:24][cH:25]1>>[Cl:1][c:2]1[cH:3][cH:4][c:5]2[c:6]([cH:17]1)[N:7]=[C:8]([NH:18][CH2:19][CH2:20][n:21]1[cH:22][n:23][cH:24][cH:25]1)[c:9]1[c:10]([cH:12][cH:13][cH:14][cH:15]1)[NH:11]2. Reaction SMILES: [Br:1][c:2]1[cH:3][cH:4][c:5]2[n:6]([CH2:16][CH:17]3[CH2:18][NH:19][C:20](=[O:22])[O:21]3)[c:7]3[cH:8][cH:9][c:10]([Br:15])[cH:11][c:12]3[c:13]2[cH:14]1.[CH3:36][S:37]([CH3:38])=[O:39].[CH3:40][CH2:41][O:42][C:43]([CH3:44])=[O:45].[Cu:46][I:47].[I:23][c:24]1[n:25][cH:26][cH:27][cH:28][cH:29]1.[K+:30].[K+:31].[O-:32][C:33]([O-:34])=[O:35]>>[Br:1][c:2]1[cH:3][cH:4][c:5]2[n:6]([CH2:16][CH:17]3[CH2:18][N:19]([c:24]4[n:25][cH:26][cH:27][cH:28][cH:29]4)[C:20](=[O:22])[O:21]3)[c:7]3[cH:8][cH:9][c:10]([Br:15])[cH:11][c:12]3[c:13]2[cH:14]1. The reactants are O=C1NCC(Cn2c3ccc(Br)cc3c3cc(Br)ccc32)O1, CS(C)=O, CCOC(C)=O, [Cu]I, Ic1ccccn1, [K+], [K+], O=C([O-])[O-]. Product: O=C1OC(Cn2c3ccc(Br)cc3c3cc(Br)ccc32)CN1c1ccccn1. The reactants are C1CCOC1, ClCc1ccccc1, [H-], NCCO, [Na+], O. Yields the product NCCOCc1ccccc1. RXN SMILES: [CH2:16]1[O:17][CH2:18][CH2:19][CH2:20]1.[Cl:7][CH2:8][c:9]1[cH:10][cH:11][cH:12][cH:13][cH:14]1.[H-:6].[NH2:1][CH2:2][CH2:3][OH:4].[Na+:5].[OH2:15]>>[NH2:1][CH2:2][CH2:3][O:4][CH2:8][c:9]1[cH:10][cH:11][cH:12][cH:13][cH:14]1. Reactants: N (ammonia), CC1=C(C(=O)C=CO1)O (maltol). Product: CC1=NC=CC(C1O)=O (2-methyl-3-hydroxy-4-pyridinone). As a reaction SMILES: [NH3:1].[CH3:2][C:3]1O[CH:8]=[CH:7][C:5](=[O:6])[C:4]=1[OH:10]>>[CH3:2][C:3]1[CH:4]([OH:10])[C:5](=[O:6])[CH:7]=[CH:8][N:1]=1. Procedure: An ammonia solution is added to a solution of maltol dissolved in hot distilled water. The pH of this solution is adjusted to 9.8 by the addition of HCl solution. The mixture is kept under reflux overnight and then decolorized with activated charcoal. The solvent is removed under reduced pressure. The white product is obtained upon recrystallization from hot water.